Dataset: the Open Reaction Database (ORD), a public repository of structured organic reaction records. Task: describe an organic reaction: reactants, conditions, products, and yield The reactants are OCC1OC(n2c(SCc3ccccc3)nc3cc(Cl)c(Cl)cc32)C(O)C1O, CI. Product: CSc1nc2cc(Cl)c(Cl)cc2n1C1OC(CO)C(O)C1O. Reaction SMILES: [CH2:1]([c:2]1[cH:3][cH:4][cH:5][cH:6][cH:7]1)[S:8][c:9]1[n:10][c:11]2[c:12]([n:13]1[CH:14]1[CH:15]([OH:16])[CH:17]([OH:18])[CH:19]([CH2:21][OH:22])[O:20]1)[cH:23][c:24]([Cl:28])[c:25]([Cl:27])[cH:26]2.[CH3:29][I:30]>>[CH3:1][S:8][c:9]1[n:10][c:11]2[c:12]([n:13]1[CH:14]1[CH:15]([OH:16])[CH:17]([OH:18])[CH:19]([CH2:21][OH:22])[O:20]1)[cH:23][c:24]([Cl:28])[c:25]([Cl:27])[cH:26]2.